Dataset: the Open Reaction Database (ORD), a public repository of structured organic reaction records. Task: describe an organic reaction: reactants, conditions, products, and yield Starting materials: COC(C(=CC1=CC=C(C=C1)[N+](=O)[O-])C(=O)OC)=O (2-Carbomethoxy-3-(4-nitrophenyl)propenoic acid methyl ester), CC(C(=O)[O-])(C(=O)[O-])C (dimethylmalonate), [N+](=O)([O-])C1=CC=C(C=O)C=C1 (p-nitrobenzaldehyde), COC(C(=CC1=CC=C(C=C1)[N+](=O)[O-])C(=O)OC)=O (2-Carbomethoxy-3-(4-nitrophenyl)propenoic acid methyl ester), C(#N)[BH3-].[Na+] (sodium cyanoborohydride), Cl (hydrochloric acid). Solvent: CO (methanol), CO (methanol), O (water). Reaction conditions: temperature 25 celsius, time 8 hour. Yields the product COC(C(CC1=CC=C(C=C1)[N+](=O)[O-])C(=O)OC)=O (2-carbomethoxy-3-(4-nitrophenyl)propanoic acid methyl ester). The yield is 93.0%. Reaction SMILES: [CH3:1][O:2][C:3](=[O:19])[C:4]([C:15]([O:17][CH3:18])=[O:16])=[CH:5][C:6]1[CH:11]=[CH:10][C:9]([N+:12]([O-:14])=[O:13])=[CH:8][CH:7]=1.CC(C)(C([O-])=O)C([O-])=O.[N+](C1C=CC(C=O)=CC=1)([O-])=O.C([BH3-])#N.[Na+].Cl>CO.O>[CH3:1][O:2][C:3](=[O:19])[CH:4]([C:15]([O:17][CH3:18])=[O:16])[CH2:5][C:6]1[CH:7]=[CH:8][C:9]([N+:12]([O-:14])=[O:13])=[CH:10][CH:11]=1 |f:3.4|. Procedure details: 2-Carbomethoxy-3-(4-nitrophenyl)propenoic acid methyl ester was made from the Knovenagle condensation of dimethylmalonate and p-nitrobenzaldehyde according to the method of J. Chem. Soc., 2125 (1927): Melting point observed (mpobs)=133-134° C. Melting point reported in the literature (mplit)=136-137° C. 2-Carbomethoxy-3-(4-nitrophenyl)propenoic acid methyl ester (23.0 grams (g), 86.7 millimoles (mmole)) was dissolved in 175 milliliters (mL) of methanol (MEOH) under nitrogen and sodium cyanoboroh... Starting materials: CO, [Li+], [OH-], O, COC(=O)c1onc(-c2ccccc2)c1C(=O)OC. The product is COC(=O)c1c(-c2ccccc2)noc1C(=O)O. Reaction SMILES: [CH3:23][OH:24].[Li+:21].[OH-:20].[OH2:22].[c:1]1(-[c:7]2[n:8][o:9][c:10]([C:16](=[O:17])[O:18][CH3:19])[c:11]2[C:12](=[O:13])[O:14][CH3:15])[cH:2][cH:3][cH:4][cH:5][cH:6]1>>[c:1]1(-[c:7]2[n:8][o:9][c:10]([C:16](=[O:17])[OH:18])[c:11]2[C:12](=[O:13])[O:14][CH3:15])[cH:2][cH:3][cH:4][cH:5][cH:6]1. Reactants: C1(CCCCCCCCCCC1)=O (cyclododecanone), N (ammonia), C1(CCCCC1)=NO (cyclohexanone oxime), S(O)(O)(=O)=O (sulfuric acid), N (ammonia), S(O)(O)(=O)=O (sulfuric acid), C1(CCCCC1)=O (cyclohexanone), C1(CCCCCCCCCCC1)=NO (cyclododecanone oxime). The product is C1(CCCCCN1)=O (ε-caprolactam), ω-dodecanelactam, S(=O)(=O)([O-])[O-].[NH4+].[NH4+] (ammonium sulfate). Reaction SMILES: [C:1]1(=[O:7])[CH2:6][CH2:5][CH2:4][CH2:3][CH2:2]1.C1(=O)CCCCCCCCCCC1.C1(=[N:27]O)CCCCC1.C1(=[N:41]O)CCCCCCCCCCC1.[S:43](=[O:47])(=[O:46])([OH:45])[OH:44].[NH3:48]>>[C:1]1(=[O:7])[NH:27][CH2:6][CH2:5][CH2:4][CH2:3][CH2:2]1.[S:43]([O-:47])([O-:46])(=[O:45])=[O:44].[NH4+:41].[NH4+:48] |f:7.8.9|. Procedure: Further, as the preferred embodiments of the present invention, cyclohexanone and cyclododecanone are simultaneously oximated as a mixture and the resulting mixture containing cyclohexanone oxime or a salt thereof and cyclododecanone oxime or a salt thereof is subjected to Beckmann rearrangement in the presence of sulfuric acid or fuming sulfuric acid, and then the resulting mixture is neutralized with ammonia gas or aqueous ammonia to obtain a lactam mixture mainly containing ε-caprolactam, ω-d... Reactants: [Al+3], CCCCc1ccccc1, [Cl-], [Cl-], [Cl-], [Cl-], O=C(O)c1ccccc1F, S=C=S. Yields the product CCCCc1ccc(C(=O)c2ccccc2F)cc1. RXN SMILES: [Al+3:13].[CH2:16]([CH2:17][CH2:18][CH3:19])[c:20]1[cH:21][cH:22][cH:23][cH:24][cH:25]1.[Cl-:12].[Cl-:14].[Cl-:15].[Cl-:1].[F:2][c:3]1[c:4]([C:5](=[O:6])[OH:7])[cH:8][cH:9][cH:10][cH:11]1.[S:26]=[C:27]=[S:28]>>[F:2][c:3]1[c:4]([C:5](=[O:7])[c:23]2[cH:22][cH:21][c:20]([CH2:16][CH2:17][CH2:18][CH3:19])[cH:25][cH:24]2)[cH:8][cH:9][cH:10][cH:11]1.